This data is from the Open Reaction Database (ORD), a public repository of structured organic reaction records. The task is: describe an organic reaction: reactants, conditions, products, and yield Procedure: Reactions similar to those of Example 3 were performed except for using 12 μl (0.14 mmol) of 35% hydrochloric acid instead of 47% hydrobromic acid and using a mixed solution of 0.5 ml of ethyl acetate and 35 μl of ethanol instead of methyl ethyl ketone, and from 51.2 mg (0.0682 mmol) of (5S)-4-(4,4-Difluorocyclohexyl)-3-{(S)-fluoro[4-(trifluoromethyl)phenyl]methyl}-2-(1-{5-[3-hydroxy-2-(hydroxymethyl)-2-methylpropoxy]pyrimidin-2-yl}piperidin-4-yl)-7,7-dimethyl-5,6,7,8-tetrahydroquinolin-5-ol, wh... Reactants: FC1(CCC(CC1)C1=C(C(=NC=2CC(C[C@@H](C12)O)(C)C)C1CCN(CC1)C1=NC=C(C=N1)OCC(CO)(C)CO)[C@H](C1=CC=C(C=C1)C(F)(F)F)F)F ((5S)-4-(4,4-Difluorocyclohexyl)-3-{(S)-fluoro[4-(trifluoromethyl)phenyl]methyl}-2-(1-{5-[3-hydroxy-2-(hydroxymethyl)-2-methylpropoxy]pyrimidin-2-yl}piperidin-4-yl)-7,7-dimethyl-5,6,7,8-tetrahydroquinolin-5-ol), Cl (hydrochloric acid), C(C)(=O)OCC (ethyl acetate). Isolated yield 77.0%. Yields the product Cl.Cl.FC1(CCC(CC1)C1=C(C(=NC=2CC(C[C@@H](C12)O)(C)C)C1CCN(CC1)C1=NC=C(C=N1)OCC(CO)(C)CO)[C@H](C1=CC=C(C=C1)C(F)(F)F)F)F ((5S)-4-(4,4-Difluorocyclohexyl)-3-{(S)-fluoro[4-(trifluoromethyl)phenyl]methyl}-2-(1-{5-[3-hydroxy-2-(hydroxymethyl)-2-methylpropoxy]pyrimidin-2-yl}piperidin-4-yl)-7,7-dimethyl-5,6,7,8-tetrahydroquinolin-5-ol dihydrochloride), powder. Run in C(C)O (ethanol). Reaction SMILES: [ClH:1].C(OCC)(=O)C.[F:8][C:9]1([F:60])[CH2:14][CH2:13][CH:12]([C:15]2[C:24]3[C@@H:23]([OH:25])[CH2:22][C:21]([CH3:27])([CH3:26])[CH2:20][C:19]=3[N:18]=[C:17]([CH:28]3[CH2:33][CH2:32][N:31]([C:34]4[N:39]=[CH:38][C:37]([O:40][CH2:41][C:42]([CH2:46][OH:47])([CH3:45])[CH2:43][OH:44])=[CH:36][N:35]=4)[CH2:30][CH2:29]3)[C:16]=2[C@@H:48]([F:59])[C:49]2[CH:54]=[CH:53][C:52]([C:55]([F:58])([F:57])[F:56])=[CH:51][CH:50]=2)[CH2:11][CH2:10]1>C(O)C>[ClH:1].[ClH:1].[F:60][C:9]1([F:8])[CH2:10][CH2:11][CH:12]([C:15]2[C:24]3[C@@H:23]([OH:25])[CH2:22][C:21]([CH3:26])([CH3:27])[CH2:20][C:19]=3[N:18]=[C:17]([CH:28]3[CH2:33][CH2:32][N:31]([C:34]4[N:39]=[CH:38][C:37]([O:40][CH2:41][C:42]([CH2:46][OH:47])([CH3:45])[CH2:43][OH:44])=[CH:36][N:35]=4)[CH2:30][CH2:29]3)[C:16]=2[C@@H:48]([F:59])[C:49]2[CH:54]=[CH:53][C:52]([C:55]([F:56])([F:58])[F:57])=[CH:51][CH:50]=2)[CH2:13][CH2:14]1 |f:4.5.6|. Reaction SMILES: [C:1]1([C:7]2[C:15]3[C:10](=[CH:11][CH:12]=[C:13]([Cl:16])[CH:14]=3)[NH:9][N:8]=2)[CH:6]=[CH:5][CH:4]=[CH:3][CH:2]=1.Cl.[CH3:18][N:19]([CH2:21][CH2:22][CH2:23]Cl)[CH3:20]>>[ClH:16].[CH3:18][N:19]([CH3:20])[CH:21]([C:14]1[C:13]([Cl:16])=[CH:12][CH:11]=[C:10]2[C:15]=1[C:7]([C:1]1[CH:2]=[CH:3][CH:4]=[CH:5][CH:6]=1)=[N:8][NH:9]2)[CH2:22][CH3:23] |f:1.2,3.4|. Product: Cl.CN(C(CC)C1=C2C(=NNC2=CC=C1Cl)C1=CC=CC=C1)C (1-dimethylaminopropyl-3-phenyl-5-chloroindazole hydrochloride). Reactants: C1(=CC=CC=C1)C1=NNC2=CC=C(C=C12)Cl (3-phenyl-5-chloroindazole), Cl.CN(C)CCCCl (dimethylaminopropyl chloride hydrochloride). Procedure details: By the procedure similar to that described in Example 1, 3-phenyl-5-chloroindazole (4.57 g) and dimethylaminopropyl chloride hydrochloride (4.74 g) were treated to obtain 4.74 g of 1-dimethylaminopropyl-3-phenyl-5-chloroindazole hydrochloride (m.p. 158°-160° C). Isolated yield 135.4%.